describe an organic reaction: reactants, conditions, products, and yield From a dataset of the Open Reaction Database (ORD), a public repository of structured organic reaction records. Reactants: O=N[O-], C=CCc1cc(Cl)cc(N)c1OC, [Na+]. Yields the product C=CCc1cc(Cl)cc(NN)c1OC. As a reaction SMILES: [N:14]([O-:15])=[O:16].[NH2:1][c:2]1[c:3]([O:12][CH3:13])[c:4]([CH2:9][CH:10]=[CH2:11])[cH:5][c:6]([Cl:8])[cH:7]1.[Na+:17]>>[NH:1]([c:2]1[c:3]([O:12][CH3:13])[c:4]([CH2:9][CH:10]=[CH2:11])[cH:5][c:6]([Cl:8])[cH:7]1)[NH2:14]. The reactants are BrCCCOC=1C=CC2=C(SC=C2C2=CC=C(C=C2)F)C1 (6-(3-Bromo-propoxy)-3-(4-fluoro-phenyl)-benzo[b]thiophene), N(CCO)CCO (diethanolamine). Yields the product FC1=CC=C(C=C1)C=1C2=C(SC1)C=C(C=C2)OCCCN(CCO)CCO (2-[{3-[3-(4-Fluoro-phenyl)-benzo[b]thiophen-6-yloxy]-propyl}-(2-hydroxy-ethyl)-amino]-ethanol). RXN SMILES: Br[CH2:2][CH2:3][CH2:4][O:5][C:6]1[CH:7]=[CH:8][C:9]2[C:13]([C:14]3[CH:19]=[CH:18][C:17]([F:20])=[CH:16][CH:15]=3)=[CH:12][S:11][C:10]=2[CH:21]=1.[NH:22]([CH2:26][CH2:27][OH:28])[CH2:23][CH2:24][OH:25]>>[F:20][C:17]1[CH:18]=[CH:19][C:14]([C:13]2[C:9]3[CH:8]=[CH:7][C:6]([O:5][CH2:4][CH2:3][CH2:2][N:22]([CH2:26][CH2:27][OH:28])[CH2:23][CH2:24][OH:25])=[CH:21][C:10]=3[S:11][CH:12]=2)=[CH:15][CH:16]=1. Procedure details: In analogy to example 3.1, 6-(3-Bromo-propoxy)-3-(4-fluoro-phenyl)-benzo[b]thiophene and diethanolamine were converted to yield 2-[{3-[3-(4-Fluoro-phenyl)-benzo[b]thiophen-6-yloxy]-propyl}-(2-hydroxy-ethyl)-amino]-ethanol as colorless oil, MS: 390 (MH+). Starting materials: CCOC1(OCC)CCN(C(C)c2ccccc2)C(CN2C(=O)c3ccccc3C2=O)C1, CCO, NN, O. Product: CCOC1(OCC)CCN(C(C)c2ccccc2)C(CN)C1. As a reaction SMILES: [CH2:1]([CH3:2])[O:3][C:4]1([O:30][CH2:31][CH3:32])[CH2:5][CH:6]([CH2:18][N:19]2[C:20](=[O:21])[c:22]3[cH:23][cH:24][cH:25][cH:26][c:27]3[C:28]2=[O:29])[N:7]([CH:10]([CH3:11])[c:12]2[cH:13][cH:14][cH:15][cH:16][cH:17]2)[CH2:8][CH2:9]1.[CH3:36][CH2:37][OH:38].[NH2:34][NH2:35].[OH2:33]>>[CH2:1]([CH3:2])[O:3][C:4]1([O:30][CH2:31][CH3:32])[CH2:5][CH:6]([CH2:18][NH2:19])[N:7]([CH:10]([CH3:11])[c:12]2[cH:13][cH:14][cH:15][cH:16][cH:17]2)[CH2:8][CH2:9]1. Starting materials: O=[N+]([O-])c1cccc(S(=O)(=O)NCCCCCNc2nc(Cl)ncc2Br)c1, CCO, [Na+], O=C([O-])O, O, Cl[Sn]Cl. Yields the product Nc1cccc(S(=O)(=O)NCCCCCNc2nc(Cl)ncc2Br)c1. RXN SMILES: [Br:1][c:2]1[c:3]([NH:9][CH2:10][CH2:11][CH2:12][CH2:13][CH2:14][NH:15][S:16](=[O:17])(=[O:18])[c:19]2[cH:20][c:21]([N+:25]([O-:26])=[O:27])[cH:22][cH:23][cH:24]2)[n:4][c:5]([Cl:8])[n:6][cH:7]1.[CH3:37][CH2:38][OH:39].[Na+:36].[O-:32][C:33]([OH:34])=[O:35].[OH2:31].[Sn:28]([Cl:29])[Cl:30]>>[Br:1][c:2]1[c:3]([NH:9][CH2:10][CH2:11][CH2:12][CH2:13][CH2:14][NH:15][S:16](=[O:17])(=[O:18])[c:19]2[cH:20][c:21]([NH2:25])[cH:22][cH:23][cH:24]2)[n:4][c:5]([Cl:8])[n:6][cH:7]1. The reactants are ClC=1C=C(C=CC1N=C=O)S(=O)(=O)N (3-chloro-4-isocyanatobenzenesulfonamide), COC1CCNCC1 (4-methoxypiperidine), CO (methanol). Run in O1CCCC1 (tetrahydrofuran). Reaction conditions: temperature 60 celsius, time 3 hour. Yields the product ClC1=C(C=CC(=C1)S(N)(=O)=O)NC(=O)N1CCC(CC1)OC (N-(2-chloro-4-sulfamoylphenyl)-4-methoxypiperidine-1-carboxamide). As a reaction SMILES: [Cl:1][C:2]1[CH:3]=[C:4]([S:11]([NH2:14])(=[O:13])=[O:12])[CH:5]=[CH:6][C:7]=1[N:8]=[C:9]=[O:10].[CH3:15][O:16][CH:17]1[CH2:22][CH2:21][NH:20][CH2:19][CH2:18]1.CO>O1CCCC1>[Cl:1][C:2]1[CH:3]=[C:4]([S:11](=[O:12])(=[O:13])[NH2:14])[CH:5]=[CH:6][C:7]=1[NH:8][C:9]([N:20]1[CH2:21][CH2:22][CH:17]([O:16][CH3:15])[CH2:18][CH2:19]1)=[O:10]. Reported procedure: To a solution of EXAMPLE 392A in anhydrous tetrahydrofuran (6 mL) was added 4-methoxypiperidine (451 mg). The mixture was stirred at 60° C. for 3 hours. The mixture was cooled, mixed with methanol (20 mL) and silica gel (6 g) and concentrated. The material was purified on a silica gel column and was eluted with 10% methanol in dichloromethane to provide the title compound. Reactants: O=C1COCCN1Cc1ccccc1, CC(C)[N-]C(C)C, CC(C)C=O, [Li+], C1CCOC1. Product: CC(C)C(O)C1OCCN(Cc2ccccc2)C1=O. As a reaction SMILES: [CH2:1]([c:2]1[cH:3][cH:4][cH:5][cH:6][cH:7]1)[N:8]1[C:9](=[O:14])[CH2:10][O:11][CH2:12][CH2:13]1.[CH:15]([N-:16][CH:17]([CH3:18])[CH3:19])([CH3:20])[CH3:21].[CH:23]([CH:24]([CH3:25])[CH3:26])=[O:27].[Li+:22].[O:28]1[CH2:29][CH2:30][CH2:31][CH2:32]1>>[CH2:1]([c:2]1[cH:3][cH:4][cH:5][cH:6][cH:7]1)[N:8]1[C:9](=[O:14])[CH:10]([CH:23]([CH:24]([CH3:25])[CH3:26])[OH:27])[O:11][CH2:12][CH2:13]1. Reactants: [F-].[NH4+] (ammonium fluoride), IC=1C=C2C=C(C(OC2=CC1OC)C(F)(F)F)C(=O)OCC (ethyl 6-iodo-7-methoxy-2-(trifluoromethyl)-2H-chromene-3-carboxylate), tetrakis(triphenyl-phosphine) palladium(0), C(CCC)[Sn](C=C)(CCCC)CCCC (tributyl(vinyl)tin). Solvent: C1(=CC=CC=C1)C (toluene). Reaction conditions: temperature 115 celsius, time 15 minute. The product is COC1=C(C=C2C=C(C(OC2=C1)C(F)(F)F)C(=O)OCC)C=C (ethyl 7-methoxy-2-(trifluoromethyl)-6-vinyl-2H-chromene-3-carboxylate). As a reaction SMILES: I[C:2]1[CH:3]=[C:4]2[C:9](=[CH:10][C:11]=1[O:12][CH3:13])[O:8][CH:7]([C:14]([F:17])([F:16])[F:15])[C:6]([C:18]([O:20][CH2:21][CH3:22])=[O:19])=[CH:5]2.[CH2:23]([Sn](CCCC)(CCCC)C=C)[CH2:24]CC.[F-].[NH4+]>C1(C)C=CC=CC=1>[CH3:13][O:12][C:11]1[CH:10]=[C:9]2[C:4]([CH:5]=[C:6]([C:18]([O:20][CH2:21][CH3:22])=[O:19])[CH:7]([C:14]([F:17])([F:16])[F:15])[O:8]2)=[CH:3][C:2]=1[CH:23]=[CH2:24] |f:2.3|. Procedure details: To a solution of 0.3 g (0.7 mmol) ethyl 6-iodo-7-methoxy-2-(trifluoromethyl)-2H-chromene-3-carboxylate and 16 mg (0.0139 mmol) tetrakis(triphenyl-phosphine)-palladium(0) in 4.2 mL of anhydrous toluene under nitrogen atmosphere was added 228 uL (0.785 mmol ) tributyl(vinyl)tin. The resulting solution was heated to 115° C. for three h. To the cooled reaction mixture was added 20 ml of 20% ammonium fluoride. After stirring for 15 min, the product was extracted three times with ethyl acetate. The co... Isolated yield 85.7%. As a reaction SMILES: [OH:1][C:2]1[CH:7]=[CH:6][C:5]([C:8]2([NH:20][CH3:21])[C:13](=[O:14])[N:12]([CH3:15])[C:11]3[CH:16]=[CH:17][CH:18]=[CH:19][C:10]=3[S:9]2)=[CH:4][CH:3]=1.[C:22](OCC)(=[O:24])[CH3:23].C(=O)(O)[O-].[Na+].[C:33](OC(=O)C)(=[O:35])[CH3:34]>>[C:22]([O:1][C:2]1[CH:3]=[CH:4][C:5]([C:8]2([NH:20][CH2:21][C:33](=[O:35])[CH3:34])[C:13](=[O:14])[N:12]([CH3:15])[C:11]3[CH:16]=[CH:17][CH:18]=[CH:19][C:10]=3[S:9]2)=[CH:6][CH:7]=1)(=[O:24])[CH3:23] |f:2.3|. The reactants are OC1=CC=C(C=C1)C1(SC2=C(N(C1=O)C)C=CC=C2)NC (3,4-dihydro-2-(4-hydroxyphenyl)-4-methyl-2-methylamino-3-oxo-2H-1,4-benzothiazine), C(C)(=O)OCC (ethyl acetate), C([O-])(O)=O.[Na+] (sodium bicarbonate), fused sodium acetate, C(C)(=O)OC(C)=O (acetic anhydride). The product is C(C)(=O)OC1=CC=C(C=C1)C1(SC2=C(N(C1=O)C)C=CC=C2)NCC(C)=O (2-(4-Acetoxyphenyl)-2-(N-acetylmethylamino)-3,4-dihydro-4-methyl-3-oxo-2H-1,4-benzothiazine). Run at temperature 85 celsius, time 3.5 hour. Reported procedure: To a stirred suspension of 3,4-dihydro-2-(4-hydroxyphenyl)-4-methyl-2-methylamino-3-oxo-2H-1,4-benzothiazine (3.0 g, compound No. 66) in acetic anhydride (14.3 ml), fused sodium acetate (3.3 g) is added. The mixture is stirred for 3.5 hours at 85° C. and then poured into a mixture of ethyl acetate and saturated aqueous sodium bicarbonate solution. The separated crystals are collected by filtration to give 3.3 g (85.7%) of the title compound. Starting materials: C(C)(=O)C1=C(C(=C(OCC(CS(=O)(=O)C2=C(C(=C(C=C2)CC(=O)OC)Cl)Cl)O)C=C1)CCC)O (4-(3-(4-acetyl-3-hydroxy-2-propylphenoxy)-2-hydroxypropylsulfonyl)-2,3-dichlorobenzeneacetic acid, methyl Ester), C(C)(=O)C1=C(C(=C(OCCCSC2=C(C(=C(C=C2)CC(=O)OC)Cl)Cl)C=C1)CCC)O (4-(3-(4-acetyl-3-hydroxy-2-propylphenoxy)propylthio)-2,3 -dichlorobenzene-acetic acid, methyl Ester). The product is C(C)(=O)C1=C(C(=C(OCC(CS(=O)(=O)C2=C(C(=C(C=C2)CC(=O)O)Cl)Cl)O)C=C1)CCC)O (4-(3-(4-acetyl-3-hydroxy-2-propylphenoxy)-2-hydroxypropylsulfonyl)-2,3 -dichlorobenzeneacetic Acid). RXN SMILES: [C:1]([C:4]1[CH:30]=[CH:29][C:7]([O:8][CH2:9][CH:10]([OH:28])[CH2:11][S:12]([C:15]2[CH:20]=[CH:19][C:18]([CH2:21][C:22]([O:24]C)=[O:23])=[C:17]([Cl:26])[C:16]=2[Cl:27])(=[O:14])=[O:13])=[C:6]([CH2:31][CH2:32][CH3:33])[C:5]=1[OH:34])(=[O:3])[CH3:2].C(C1C=CC(OCCCSC2C=CC(CC(OC)=O)=C(Cl)C=2Cl)=C(CCC)C=1O)(=O)C>>[C:1]([C:4]1[CH:30]=[CH:29][C:7]([O:8][CH2:9][CH:10]([OH:28])[CH2:11][S:12]([C:15]2[CH:20]=[CH:19][C:18]([CH2:21][C:22]([OH:24])=[O:23])=[C:17]([Cl:26])[C:16]=2[Cl:27])(=[O:14])=[O:13])=[C:6]([CH2:31][CH2:32][CH3:33])[C:5]=1[OH:34])(=[O:3])[CH3:2]. Procedure: By following Step H of Example 1, but substituting the product from Step A of this example for the ester of Step G of Example 1, the title compound, mp 181°-183° C., was obtained.